This data is from the Open Reaction Database (ORD), a public repository of structured organic reaction records. The task is: describe an organic reaction: reactants, conditions, products, and yield The reactants are CC(=CCO)c1ccc(Br)cc1, COCCOC, COc1ccc(C(C)C)cc1B(O)O, Cl, [Na+], [Na+], O=C([O-])[O-]. Product: COc1ccc(C(C)C)cc1-c1ccc(C(C)=CCO)cc1. As a reaction SMILES: [Br:1][c:2]1[cH:3][cH:4][c:5]([C:8](=[CH:9][CH2:10][OH:11])[CH3:12])[cH:6][cH:7]1.[CH3:33][O:34][CH2:35][CH2:36][O:37][CH3:38].[CH:19]([CH3:20])([CH3:21])[c:22]1[cH:23][cH:24][c:25]([O:31][CH3:32])[c:26]([B:28]([OH:29])[OH:30])[cH:27]1.[ClH:39].[Na+:13].[Na+:14].[O-:15][C:16](=[O:17])[O-:18]>>[c:2]1(-[c:26]2[c:25]([O:31][CH3:32])[cH:24][cH:23][c:22]([CH:19]([CH3:20])[CH3:21])[cH:27]2)[cH:3][cH:4][c:5]([C:8](=[CH:9][CH2:10][OH:11])[CH3:12])[cH:6][cH:7]1. Product: NC=1OCC([C@@]2(N1)CCCC1=CC=C(C=C12)NC(C1=NC=C(C=C1)Cl)=O)(F)F ((R)—N-(2′-Amino-5′,5′-difluoro-3,4,5′,6′-tetrahydro-2H-spiro[naphthalene-1,4′-[1,3]oxazine]-7-yl)-5-chloropicolinamide). Reactants: FC1([C@@]2(N=C(OC1)N)CCCC1=CC=C(C=C12)N)F ((R)-5′,5′-difluoro-3,4,5′,6′-tetrahydro-2H-spiro[naphthalene-1,4′-[1,3]oxazine]-2′,7-diamine), ClC=1C=CC(=NC1)C(=O)O (5-chloropicolinic acid). Isolated yield 42.0%. Reported procedure: The condensation of (R)-5′,5′-difluoro-3,4,5′,6′-tetrahydro-2H-spiro[naphthalene-1,4′-[1,3]oxazine]-2′,7-diamine (intermediate A7.1) and 5-chloropicolinic acid yielded the title compound (42% yield) as a white solid. MS (ISP): m/z=407.2 [M+H]+. As a reaction SMILES: [F:1][C:2]1([F:19])[CH2:7][O:6][C:5]([NH2:8])=[N:4][C@@:3]21[C:17]1[C:12](=[CH:13][CH:14]=[C:15]([NH2:18])[CH:16]=1)[CH2:11][CH2:10][CH2:9]2.[Cl:20][C:21]1[CH:22]=[CH:23][C:24]([C:27](O)=[O:28])=[N:25][CH:26]=1>>[NH2:8][C:5]1[O:6][CH2:7][C:2]([F:1])([F:19])[C@@:3]2([C:17]3[C:12](=[CH:13][CH:14]=[C:15]([NH:18][C:27](=[O:28])[C:24]4[CH:23]=[CH:22][C:21]([Cl:20])=[CH:26][N:25]=4)[CH:16]=3)[CH2:11][CH2:10][CH2:9]2)[N:4]=1. Starting materials: CCOC(Cc1ccc(OCc2nc(-c3ccc(C(C)C)cc3)oc2C)cc1OC)C(=O)OC, [Li+], [OH-]. Product: CCOC(Cc1ccc(OCc2nc(-c3ccc(C(C)C)cc3)oc2C)cc1OC)C(=O)O. Reaction SMILES: [CH3:1][O:2][C:3]([CH:4]([CH2:5][c:6]1[c:7]([O:29][CH3:30])[cH:8][c:9]([O:12][CH2:13][c:14]2[n:15][c:16](-[c:20]3[cH:21][cH:22][c:23]([CH:26]([CH3:27])[CH3:28])[cH:24][cH:25]3)[o:17][c:18]2[CH3:19])[cH:10][cH:11]1)[O:31][CH2:32][CH3:33])=[O:34].[Li+:36].[OH-:35]>>[O:2]=[C:3]([CH:4]([CH2:5][c:6]1[c:7]([O:29][CH3:30])[cH:8][c:9]([O:12][CH2:13][c:14]2[n:15][c:16](-[c:20]3[cH:21][cH:22][c:23]([CH:26]([CH3:27])[CH3:28])[cH:24][cH:25]3)[o:17][c:18]2[CH3:19])[cH:10][cH:11]1)[O:31][CH2:32][CH3:33])[OH:34]. The reactants are C1(=CC=CC=C1)COC=1C=C(C=CC1OCC1=CC=CC=C1)NC=C(C(=O)O)C(=O)O ([[[3,4-Bis(phenylmethoxy)phenyl]amino]-methylene]propanedioic acid), C1(=CC=CC=C1)OC1=CC=CC=C1 (diphenylether). Run in C(C)O (ethanol). Yields the product O=C1C(=CNC2=CC(=C(C=C12)OCC1=CC=CC=C1)OCC1=CC=CC=C1)C(=O)OCC (1,4-Dihydro-4-oxo-6,7-bis(phenyl-methoxy)-3-quinoline carboxylic acid, ethyl ester). RXN SMILES: [C:1]1([CH2:7][O:8][C:9]2[CH:10]=[C:11]([NH:23][CH:24]=[C:25]([C:29]([OH:31])=[O:30])[C:26](O)=[O:27])[CH:12]=[CH:13][C:14]=2[O:15][CH2:16][C:17]2[CH:22]=[CH:21][CH:20]=[CH:19][CH:18]=2)[CH:6]=[CH:5][CH:4]=[CH:3][CH:2]=1.[C:32]1(OC2C=CC=CC=2)C=CC=C[CH:33]=1>C(O)C>[O:27]=[C:26]1[C:12]2[C:11](=[CH:10][C:9]([O:8][CH2:7][C:1]3[CH:2]=[CH:3][CH:4]=[CH:5][CH:6]=3)=[C:14]([O:15][CH2:16][C:17]3[CH:18]=[CH:19][CH:20]=[CH:21][CH:22]=3)[CH:13]=2)[NH:23][CH:24]=[C:25]1[C:29]([O:31][CH2:32][CH3:33])=[O:30]. Reported procedure: The compound of title 4 (2.55 g, 5.36 mmol) was added under stirring to 21 mL boiling diphenylether. The mixture was heated to reflux for 15 minutes while the resulting ethanol was distilled off. After cooling, ether was added to the resulting suspension. The precipitate (the title compound) was filtered off and dried in vacuo. Reactants: COc1ccc(C(=O)Cc2c(Cl)cncc2Cl)cc1OC1CCCC1, O=C(Cl)Cc1ccccc1. Yields the product COc1ccc(C(=Cc2c(Cl)cncc2Cl)OC(=O)Cc2ccccc2)cc1OC1CCCC1. RXN SMILES: [CH:11]1([O:16][c:17]2[cH:18][c:19]([C:25]([CH2:26][c:27]3[c:28]([Cl:34])[cH:29][n:30][cH:31][c:32]3[Cl:33])=[O:35])[cH:20][cH:21][c:22]2[O:23][CH3:24])[CH2:12][CH2:13][CH2:14][CH2:15]1.[c:1]1([CH2:7][C:8](=[O:9])[Cl:10])[cH:2][cH:3][cH:4][cH:5][cH:6]1>>[c:1]1([CH2:7][C:8](=[O:9])[O:35][C:25]([c:19]2[cH:18][c:17]([O:16][CH:11]3[CH2:12][CH2:13][CH2:14][CH2:15]3)[c:22]([O:23][CH3:24])[cH:21][cH:20]2)=[CH:26][c:27]2[c:28]([Cl:34])[cH:29][n:30][cH:31][c:32]2[Cl:33])[cH:2][cH:3][cH:4][cH:5][cH:6]1. Reactants: NC=1C=C(C=C2C=CC=NC12)OC (8-amino-6-methoxyquinoline), C(C)OC=1C(C(C1OCC)=O)=O (3,4-diethoxy-3-cyclobutene-1,2-dione). Product: COC=1C=C2C=CC=NC2=C(C1)NC=1C(C(C1OCC)=O)=O (3-(6-Methoxy-quinolin-8-ylamino)-4-ethoxy-cyclobut-3-ene-1,2-dione). The yield is 28.9%. Reaction SMILES: [NH2:1][C:2]1[CH:3]=[C:4]([O:12][CH3:13])[CH:5]=[C:6]2[C:11]=1[N:10]=[CH:9][CH:8]=[CH:7]2.[CH2:14]([O:16][C:17]1[C:18](=O)[C:19](=[O:24])[C:20]=1[O:21]CC)[CH3:15]>>[CH3:13][O:12][C:4]1[CH:5]=[C:6]2[C:11](=[C:2]([NH:1][C:18]3[C:19](=[O:24])[C:20](=[O:21])[C:17]=3[O:16][CH2:14][CH3:15])[CH:3]=1)[N:10]=[CH:9][CH:8]=[CH:7]2. Procedure details: In a procedure identical to Example 10, Step 1, 8-amino-6-methoxyquinoline (2.00 g, 11.48 mmol) was reacted with 3,4-diethoxy-3-cyclobutene-1,2-dione (1.70 mL, 11.48 mmol) to give 0.99 g (29%) of product: 1H NMR (DMSO-d6) δ10.21 (s, 1H), 8.75 (dd, 1H), 8.29 (dd, 1H), 7.61 (m, 2H), 7.17 (d, 1H), 4.76 (q, 2H), 3.90 (s, 3H), 1.40 (t, 3H).